This data is from the Open Reaction Database (ORD), a public repository of structured organic reaction records. The task is: describe an organic reaction: reactants, conditions, products, and yield Starting materials: O (Water), CC1=[N+](C=C(C=C1)OCC(F)(F)F)[O-] (2-methyl-5-(2,2,2-trifluoroethoxy)pyridine-N-oxide), alcohol, C([O-])([O-])=O.[K+].[K+] (Potassium carbonate). Run in C(C)(=O)OC(C)=O (acetic anhydride). Run at time 30 minute. Yields the product FC(COC=1C=CC(=NC1)CO)(F)F ((5-(2,2,2-trifluoroethoxy)pyridin-2-yl)methanol). Yield: 64.6%. Reaction SMILES: [CH3:1][C:2]1[CH:7]=[CH:6][C:5]([O:8][CH2:9][C:10]([F:13])([F:12])[F:11])=[CH:4][N+:3]=1[O-].C(=O)([O-])[O-:16].[K+].[K+].O>C(OC(=O)C)(=O)C>[F:11][C:10]([F:13])([F:12])[CH2:9][O:8][C:5]1[CH:6]=[CH:7][C:2]([CH2:1][OH:16])=[N:3][CH:4]=1 |f:1.2.3|. Procedure details: To a suspension of 2-methyl-5-hydroxypyridine (10.5 g, 96.0 mmol) and cesium carbonate (36.1 g, 111 mmol) in DMF (100 mL) was added 2,2,2-trifluoroethyl-trifluoromethanesulfonate (25.7 g, 111 mmol) dropwise over 30 min. The reaction was exothermic and the mixture, which turned to a dark brown color, was stirred for an additional 1 h. The mixture was diluted with water (200 mL) and extracted with EtOAc (200 mL). The organic layer was washed with water (100 mL) then dried over MgSO4, filtered, and... Starting materials: CN(C)C=O, CCOCC, [Na], O, O=S(Cl)Cl, O=Cc1ccccc1S(=O)(=O)O. Product: O=Cc1ccccc1S(=O)(=O)Cl. As a reaction SMILES: [CH3:18][N:19]([CH3:20])[CH:21]=[O:22].[CH3:23][CH2:24][O:25][CH2:26][CH3:27].[Na:1].[OH2:28].[S:14]([Cl:15])([Cl:16])=[O:17].[S:2](=[O:3])(=[O:4])([OH:5])[c:6]1[c:7]([CH:8]=[O:9])[cH:10][cH:11][cH:12][cH:13]1>>[S:2](=[O:3])(=[O:4])([c:6]1[c:7]([CH:8]=[O:9])[cH:10][cH:11][cH:12][cH:13]1)[Cl:16].